This data is from the Open Reaction Database (ORD), a public repository of structured organic reaction records. The task is: describe an organic reaction: reactants, conditions, products, and yield Starting materials: CCCCCCN, C1CCOC1, CCN(C(C)C)C(C)C, Cc1nc2c(o1)c(C(=O)O)cc1nc(Nc3c(Cl)cccc3Cl)[nH]c12, O=S(Cl)Cl, c1ccccc1. Product: CCCCCCNC(=O)c1cc2nc(Nc3c(Cl)cccc3Cl)[nH]c2c2nc(C)oc12. As a reaction SMILES: [CH2:30]([CH2:31][CH2:32][CH2:33][CH2:34][CH3:35])[NH2:36].[CH2:52]1[O:53][CH2:54][CH2:55][CH2:56]1.[CH:37]([N:38]([CH2:39][CH3:40])[CH:41]([CH3:42])[CH3:43])([CH3:44])[CH3:45].[Cl:1][c:2]1[c:3]([NH:9][c:10]2[n:11][c:12]3[cH:13][c:14]([C:23](=[O:24])[OH:25])[c:15]4[c:16]([n:17][c:18]([CH3:20])[o:19]4)[c:21]3[nH:22]2)[c:4]([Cl:8])[cH:5][cH:6][cH:7]1.[S:26]([Cl:27])([Cl:28])=[O:29].[cH:46]1[cH:47][cH:48][cH:49][cH:50][cH:51]1>>[Cl:1][c:2]1[c:3]([NH:9][c:10]2[n:11][c:12]3[cH:13][c:14]([C:23](=[O:25])[NH:36][CH2:30][CH2:31][CH2:32][CH2:33][CH2:34][CH3:35])[c:15]4[c:16]([n:17][c:18]([CH3:20])[o:19]4)[c:21]3[nH:22]2)[c:4]([Cl:8])[cH:5][cH:6][cH:7]1.